This data is from the Open Reaction Database (ORD), a public repository of structured organic reaction records. The task is: describe an organic reaction: reactants, conditions, products, and yield RXN SMILES: [C:22].[CH3:19][CH2:20][OH:21].[N+:1]([O-:2])(=[O:3])[c:4]1[cH:5][c:6]([C:14](=[O:15])[O:16][CH2:17][CH3:18])[c:7]2[cH:8][cH:9][cH:10][cH:11][c:12]2[cH:13]1.[Pd:23]>>[NH2:1][c:4]1[cH:5][c:6]([C:14](=[O:15])[O:16][CH2:17][CH3:18])[c:7]2[cH:8][cH:9][cH:10][cH:11][c:12]2[cH:13]1. The reactants are C, CCO, CCOC(=O)c1cc([N+](=O)[O-])cc2ccccc12, [Pd]. The product is CCOC(=O)c1cc(N)cc2ccccc12.